Task: describe an organic reaction: reactants, conditions, products, and yield. Dataset: the Open Reaction Database (ORD), a public repository of structured organic reaction records The product is C(C)C(C(=O)O)CCCCCN(S(=O)(=O)C)C\C=C\C(CCCCC)OC(C)=O (ethyl 7-[N-(4-acetoxy-(E)-2-nonenyl)methanesulfonamido]heptanoic acid), OC1(CCCCCCC1)CCCN(S(=O)(=O)C)CCCCCCC(=O)O (7-{N-[3(1-hydroxycyclooctyl)propyl]methanesulfonamido}heptanoic acid). The reactants are product, C(C)(=O)OC1(CCCCCCC1)C#CCCS(=O)(=O)NCCCCCCC(=O)OCC (ethyl 7-{[3-(1-acetoxycyclooctyl)-2-propynyl]methanesulfonamido}heptanoate), BrCC#C[C@@H](CCCCC)OC(C)=O (1-bromo-4(R)-acetoxy-2-nonyne), C(C)(=O)OC1(CCCCCCC1)C#CCBr (1-acetoxy-1-(3-bromo-1-propynyl)cyclooctane). Procedure: The synthesis of this compound is carried out as described in Example 3, except that, in Step A, the 1-bromo-4(R)-acetoxy-2-nonyne is replaced by an equimolar amount of 1-acetoxy-1-(3-bromo-1-propynyl)cyclooctane (Example V). The product of Step A is thus ethyl 7-{[3-(1-acetoxycyclooctyl)-2-propynyl]methanesulfonamido}heptanoate. The subsequent steps yield 7-{N-[3-(1-hydroxycyclooctyl)-2-propynyl]methanesulfonamido}heptanoic acid (B) and 7-{N-[3(1-hydroxycyclooctyl)propyl]methanesulfonamido}hept... Reaction SMILES: Br[CH2:2][C:3]#[C:4][C@H:5]([O:11][C:12](=[O:14])[CH3:13])[CH2:6][CH2:7][CH2:8][CH2:9][CH3:10].[C:15]([O:18][C:19]1([C:27]#[C:28][CH2:29]Br)[CH2:26][CH2:25][CH2:24][CH2:23][CH2:22][CH2:21][CH2:20]1)(=O)[CH3:16].C(OC1(C#CC[CH2:46][S:47]([NH:50][CH2:51][CH2:52][CH2:53][CH2:54][CH2:55][CH2:56][C:57]([O:59]CC)=[O:58])(=[O:49])=[O:48])CCCCCCC1)(=O)C>>[CH2:15]([CH:56]([CH2:55][CH2:54][CH2:53][CH2:52][CH2:51][N:50]([CH2:2]/[CH:3]=[CH:4]/[CH:5]([O:11][C:12](=[O:14])[CH3:13])[CH2:6][CH2:7][CH2:8][CH2:9][CH3:10])[S:47]([CH3:46])(=[O:48])=[O:49])[C:57]([OH:59])=[O:58])[CH3:16].[OH:18][C:19]1([CH2:27][CH2:28][CH2:29][N:50]([CH2:51][CH2:52][CH2:53][CH2:54][CH2:55][CH2:56][C:57]([OH:59])=[O:58])[S:47]([CH3:46])(=[O:49])=[O:48])[CH2:20][CH2:21][CH2:22][CH2:23][CH2:24][CH2:25][CH2:26]1. Starting materials: C(=O)(OC(C)(C)C)N1CCC(CC1)CCO (N-Boc-4-(2-hydroxy-ethyl)-piperidine), [H-].[Na+] (NaH), Cl (HCl), CI (MeI). The solvent is C1CCOC1 (THF), C1CCOC1 (THF), CCO (EtOH). Reaction conditions: temperature 0 celsius, time 1 hour. Yields the product Cl.COCCC1CCNCC1 (4-(2-methoxy-ethyl)-piperidine hydrochloride). Isolated yield 89.0%. As a reaction SMILES: C([N:8]1[CH2:13][CH2:12][CH:11]([CH2:14][CH2:15][OH:16])[CH2:10][CH2:9]1)(OC(C)(C)C)=O.[H-].[Na+].[CH3:19]I.[ClH:21]>C1COCC1.CCO>[ClH:21].[CH3:19][O:16][CH2:15][CH2:14][CH:11]1[CH2:10][CH2:9][NH:8][CH2:13][CH2:12]1 |f:1.2,7.8|. Procedure: N-Boc-4-(2-hydroxy-ethyl)-piperidine (5 g, 21.8 mmol) in THF (25 ml) was added to a suspension of NaH (1.47 g, 43.7 mmol) in THF (75 ml) at 0° C. under N2. The reaction was stirred for 1 hour at 0° C. and MeI (2.72 ml, 43.7 mmol) added slowly. The reaction was allowed to warm to room temperature and stirred overnight. The reaction was quenched with water (100 ml) and extracted with DCM (3×100 ml). The combined DCM layers were dried over MgSO4, filtered, washed with DCM and concentrated in vacuo.... Starting materials: O=c1[nH]c2ccccc2n1CCBr, O=C([O-])[O-], CC(=O)CC(C)C, [I-], [Na+], [Na+], [Na+], c1ccc(C(=C2CCNCC2)c2ccccc2)cc1. Yields the product O=c1[nH]c2ccccc2n1CCN1CCC(=C(c2ccccc2)c2ccccc2)CC1. RXN SMILES: [Br:20][CH2:21][CH2:22][n:23]1[c:24](=[O:32])[nH:25][c:26]2[c:27]1[cH:28][cH:29][cH:30][cH:31]2.[C:33](=[O:34])([O-:35])[O-:36].[CH2:41]([C:42]([CH3:43])=[O:44])[CH:45]([CH3:46])[CH3:47].[I-:39].[Na+:37].[Na+:38].[Na+:40].[c:1]1([C:7](=[C:8]2[CH2:9][CH2:10][NH:11][CH2:12][CH2:13]2)[c:14]2[cH:15][cH:16][cH:17][cH:18][cH:19]2)[cH:2][cH:3][cH:4][cH:5][cH:6]1>>[c:1]1([C:7](=[C:8]2[CH2:9][CH2:10][N:11]([CH2:21][CH2:22][n:23]3[c:24](=[O:32])[nH:25][c:26]4[c:27]3[cH:28][cH:29][cH:30][cH:31]4)[CH2:12][CH2:13]2)[c:14]2[cH:15][cH:16][cH:17][cH:18][cH:19]2)[cH:2][cH:3][cH:4][cH:5][cH:6]1. Starting materials: F[B-](F)(F)F, CCOc1ccc2cc(-c3ccc([N+](=O)[O-])cc3)n(CC3CC3)c2c1, ClCCl, Cc1cc(C)[n+](F)c(C)c1. Product: CCOc1ccc2c(F)c(-c3ccc([N+](=O)[O-])cc3)n(CC3CC3)c2c1. RXN SMILES: [B-:26]([F:27])([F:28])([F:29])[F:30].[CH:1]1([CH2:4][n:5]2[c:6](-[c:17]3[cH:18][cH:19][c:20]([N+:23](=[O:24])[O-:25])[cH:21][cH:22]3)[cH:7][c:8]3[cH:9][cH:10][c:11]([O:14][CH2:15][CH3:16])[cH:12][c:13]23)[CH2:2][CH2:3]1.[Cl:41][CH2:42][Cl:43].[F:31][n+:32]1[c:33]([CH3:34])[cH:35][c:36]([CH3:37])[cH:38][c:39]1[CH3:40]>>[CH:1]1([CH2:4][n:5]2[c:6](-[c:17]3[cH:18][cH:19][c:20]([N+:23](=[O:24])[O-:25])[cH:21][cH:22]3)[c:7]([F:27])[c:8]3[cH:9][cH:10][c:11]([O:14][CH2:15][CH3:16])[cH:12][c:13]23)[CH2:2][CH2:3]1. The reactants are CCc1c(Cc2cc(C)cc(C)c2)n(COCCCCOC(=O)c2ccccc2)c(=O)[nH]c1=O, CO, [Na+], [OH-]. Yields the product CCc1c(Cc2cc(C)cc(C)c2)n(COCCCCO)c(=O)[nH]c1=O. As a reaction SMILES: [C:1](=[O:2])([c:3]1[cH:4][cH:5][cH:6][cH:7][cH:8]1)[O:9][CH2:10][CH2:11][CH2:12][CH2:13][O:14][CH2:15][n:16]1[c:17](=[O:18])[nH:19][c:20](=[O:21])[c:22]([CH2:33][CH3:34])[c:23]1[CH2:24][c:25]1[cH:26][c:27]([CH3:32])[cH:28][c:29]([CH3:31])[cH:30]1.[CH3:37][OH:38].[Na+:36].[OH-:35]>>[OH:9][CH2:10][CH2:11][CH2:12][CH2:13][O:14][CH2:15][n:16]1[c:17](=[O:18])[nH:19][c:20](=[O:21])[c:22]([CH2:33][CH3:34])[c:23]1[CH2:24][c:25]1[cH:26][c:27]([CH3:32])[cH:28][c:29]([CH3:31])[cH:30]1. Reactants: NC1CCCc2c1[nH]c1ccc(Br)cc21, CN(C)C=O, CCOC(C)=O, Clc1ncccn1. Product: Brc1ccc2[nH]c3c(c2c1)CCCC3Nc1ncccn1. RXN SMILES: [Br:1][c:2]1[cH:3][c:4]2[c:5]3[c:10]([nH:11][c:12]2[cH:13][cH:14]1)[CH:9]([NH2:15])[CH2:8][CH2:7][CH2:6]3.[CH3:23][N:24]([CH3:25])[CH:26]=[O:27].[CH3:28][CH2:29][O:30][C:31](=[O:32])[CH3:33].[Cl:16][c:17]1[n:18][cH:19][cH:20][cH:21][n:22]1>>[Br:1][c:2]1[cH:3][c:4]2[c:5]3[c:10]([nH:11][c:12]2[cH:13][cH:14]1)[CH:9]([NH:15][c:17]1[n:18][cH:19][cH:20][cH:21][n:22]1)[CH2:8][CH2:7][CH2:6]3. Starting materials: [Li+].[OH-] (LiOH), BrC=1C=CC(=C(C(=O)OCC2=CC=CC=C2)C1)OCC1=CC=CC=C1 (phenylmethyl 5-bromo-2-[(phenylmethyl)oxy]benzoate), Cl (HCl). Run in C1CCOC1 (THF), O (water), C(C)(=O)OCC (ethyl acetate). Conditions: temperature 71 celsius, time 8 hour. Product: BrC=1C=CC(=C(C(=O)O)C1)OCC1=CC=CC=C1 (5-Bromo-2-[(phenylmethyl)oxy]benzoic acid). As a reaction SMILES: [Li+].[OH-].[Br:3][C:4]1[CH:5]=[CH:6][C:7]([O:20][CH2:21][C:22]2[CH:27]=[CH:26][CH:25]=[CH:24][CH:23]=2)=[C:8]([CH:19]=1)[C:9]([O:11]CC1C=CC=CC=1)=[O:10].Cl>C1COCC1.O.C(OCC)(=O)C>[Br:3][C:4]1[CH:5]=[CH:6][C:7]([O:20][CH2:21][C:22]2[CH:27]=[CH:26][CH:25]=[CH:24][CH:23]=2)=[C:8]([CH:19]=1)[C:9]([OH:11])=[O:10] |f:0.1|. Procedure details: Solid LiOH (5.04 g, 210 mmol) was added to a stirred solution of phenylmethyl 5-bromo-2-[(phenylmethyl)oxy]benzoate (may be prepared as described in Description 4, method C, 15 g, 37.8 mmol) in THF (150 ml) and water (50.0 ml) at 20° C. The reaction mixture was stirred at 71° C. overnight. After cooling to room temperature, the reaction mixture was diluted with ethyl acetate (200 ml). 10% aqueous HCl was added to the mixture to adjust the pH to 2. The organic phase was isolated, washed with brin... The reactants are S1C(=NCC1)NC1(C(CSCC1=CC1=CC=C(C=C1)C)=CC1=CC=C(C=C1)C)O (4-[(4,5-dihydro-2-thiazolyl)-amino]tetrahydro-3,5-bis[(4-methylphenyl)methylene]thiopyran-4-ol). The reagents and catalysts are [Ti](Cl)(Cl)(Cl)Cl (titanium tetrachloride). The solvent is C1(=CC=CC=C1)C (toluene), C1(=CC=CC=C1)C (toluene). The product is CC1=CC=C(C=C1)C1C2=C(N=C3N1CCS3)C(CSC2)=CC2=CC=C(C=C2)C (2,3,8,9-Tetrahydro-5-(4-methylphenyl)-9-[(4-methylphenyl)methylene]-5H,6H-thiazolo-[3,2-a]thiopyrano[4,3-d]pyrimidine). As a reaction SMILES: [S:1]1[CH2:5][CH2:4][N:3]=[C:2]1[NH:6][C:7]1(O)[C:12](=[CH:13][C:14]2[CH:19]=[CH:18][C:17]([CH3:20])=[CH:16][CH:15]=2)[CH2:11][S:10][CH2:9][C:8]1=[CH:21][C:22]1[CH:27]=[CH:26][C:25]([CH3:28])=[CH:24][CH:23]=1>C1(C)C=CC=CC=1.[Ti](Cl)(Cl)(Cl)Cl>[CH3:28][C:25]1[CH:26]=[CH:27][C:22]([CH:21]2[N:3]3[CH2:4][CH2:5][S:1][C:2]3=[N:6][C:7]3[C:12](=[CH:13][C:14]4[CH:19]=[CH:18][C:17]([CH3:20])=[CH:16][CH:15]=4)[CH2:11][S:10][CH2:9][C:8]2=3)=[CH:23][CH:24]=1. Procedure details: To a stirred suspension of 4-[(4,5-dihydro-2-thiazolyl)-amino]tetrahydro-3,5-bis[(4-methylphenyl)methylene]thiopyran-4-ol (from Part A) (2.5 gm; 5.9 mmole) in dry toluene (120 ml), is added slowly a solution of titanium tetrachloride (0.56 gm; 3.0 mmole) in toluene (5.4 ml). The orange mixture is heated at reflux temperature for 1.5 hour. After it is cooled, the solid is pulverized and filtered. Starting materials: CCOC(=O)c1sc(Br)nc1C(C)C, C1COCCO1, Cc1cc(O)ccc1B1OC(C)(C)C(C)(C)O1, [K+], [K+], O=C([O-])[O-], O. The product is CCOC(=O)c1sc(-c2ccc(O)cc2C)nc1C(C)C. As a reaction SMILES: [CH2:1]([CH3:2])[O:3][C:4](=[O:5])[c:6]1[c:7]([CH:12]([CH3:13])[CH3:14])[n:8][c:9]([Br:11])[s:10]1.[CH2:38]1[O:39][CH2:40][CH2:41][O:42][CH2:43]1.[CH3:15][c:16]1[cH:17][c:18]([OH:31])[cH:19][cH:20][c:21]1[B:22]1[O:23][C:24]([CH3:25])([CH3:26])[C:27]([CH3:28])([CH3:29])[O:30]1.[K+:32].[K+:33].[O-:34][C:35]([O-:36])=[O:37].[OH2:44]>>[CH2:1]([CH3:2])[O:3][C:4](=[O:5])[c:6]1[c:7]([CH:12]([CH3:13])[CH3:14])[n:8][c:9](-[c:21]2[c:16]([CH3:15])[cH:17][c:18]([OH:31])[cH:19][cH:20]2)[s:10]1.